Dataset: the Open Reaction Database (ORD), a public repository of structured organic reaction records. Task: describe an organic reaction: reactants, conditions, products, and yield The reactants are CCCOc1c(Br)cc(C=O)cc1OC, CSSC, [Cu]. Product: CCCOc1c(OC)cc(C=O)cc1SC. Reaction SMILES: [Br:5][c:6]1[cH:7][c:8]([CH:9]=[O:10])[cH:11][c:12]([O:18][CH3:19])[c:13]1[O:14][CH2:15][CH2:16][CH3:17].[CH3:1][S:2][S:3][CH3:4].[Cu:20]>>[S:3]([CH3:4])[c:6]1[cH:7][c:8]([CH:9]=[O:10])[cH:11][c:12]([O:18][CH3:19])[c:13]1[O:14][CH2:15][CH2:16][CH3:17]. Starting materials: FC(C(=O)O)(F)F.C(C)C1=CC=C(C=C1)C1CC(CN(C1)C(=O)N1CCCC1)N (5-(4-Ethylphenyl)-1-(pyrrolidin-1-ylcarbonyl)piperidine-3-amine trifluoroacetate), ClC(=O)OC1=CC=CC=C1 (phenyl chloroformate). Yields the product C(C)C1=CC=C(C=C1)C1CC(CN(C1)C(=O)N1CCCC1)NC(OC1=CC=CC=C1)=O (Phenyl [5-(4-ethylphenyl)-1-(pyrrolidin-1-ylcarbonyl)piperidin-3-yl]carbamate). As a reaction SMILES: FC(F)(F)C(O)=O.[CH2:8]([C:10]1[CH:15]=[CH:14][C:13]([CH:16]2[CH2:21][N:20]([C:22]([N:24]3[CH2:28][CH2:27][CH2:26][CH2:25]3)=[O:23])[CH2:19][CH:18]([NH2:29])[CH2:17]2)=[CH:12][CH:11]=1)[CH3:9].Cl[C:31]([O:33][C:34]1[CH:39]=[CH:38][CH:37]=[CH:36][CH:35]=1)=[O:32]>>[CH2:8]([C:10]1[CH:11]=[CH:12][C:13]([CH:16]2[CH2:21][N:20]([C:22]([N:24]3[CH2:25][CH2:26][CH2:27][CH2:28]3)=[O:23])[CH2:19][CH:18]([NH:29][C:31](=[O:32])[O:33][C:34]3[CH:39]=[CH:38][CH:37]=[CH:36][CH:35]=3)[CH2:17]2)=[CH:14][CH:15]=1)[CH3:9] |f:0.1|. Procedure: 83 mg (0.15 mmol) of 5-(4-ethylphenyl)-1-(pyrrolidin-1-ylcarbonyl)piperidine-3-amine trifluoroacetate (Example 12A) and 26 mg (0.17 mmol, 1.1 eq.) of phenyl chloroformate were reacted according to General Method 5. Yield: 25 mg (39% of theory) Reactants: N=1C=2C=CC=CC2C=CC1C, O=C(O)C1CCCCC1. The reagents and catalysts are O=S(=O)(O)OOS(=O)(=O)O.N. Run in O, O=S(C)C. Reaction conditions: temperature 40 celsius, time 16 hour. The product is N=1C=2C=CC=CC2C(=CC1C)C3CCCCC3. Yield: 80.0%. Starting materials: COC(=O)C1=CC=C2[C@H](CCSC2=C1C)NC(=O)OC(C)(C)C ((S)-4-(tert-butoxycarbonylamino)-8-methylthiochromane-7-carboxylic acid methyl ester), C([O-])([O-])=O.[K+].[K+] (potassium carbonate). The product is C(C)(C)(C)OC(=O)N[C@H]1CCSC2=C(C(=CC=C12)C(=O)O)C ((S)-4-(tert-butoxycarbonylamino)-8-methylthiochromane-7-carboxylic acid). Yield: 84.7%. As a reaction SMILES: C[O:2][C:3]([C:5]1[C:14]([CH3:15])=[C:13]2[C:8]([C@@H:9]([NH:16][C:17]([O:19][C:20]([CH3:23])([CH3:22])[CH3:21])=[O:18])[CH2:10][CH2:11][S:12]2)=[CH:7][CH:6]=1)=[O:4].C(=O)([O-])[O-].[K+].[K+]>>[C:20]([O:19][C:17]([NH:16][C@@H:9]1[C:8]2[C:13](=[C:14]([CH3:15])[C:5]([C:3]([OH:4])=[O:2])=[CH:6][CH:7]=2)[S:12][CH2:11][CH2:10]1)=[O:18])([CH3:23])([CH3:22])[CH3:21] |f:1.2.3|. Procedure: By a similar reaction operation as in Starting Material Synthetic Example 6 using (S)-4-(tert-butoxycarbonylamino)-8-methylthiochromane-7-carboxylic acid methyl ester (5.00 g) and potassium carbonate (6.13 g), the objective (S)-4-(tert-butoxycarbonylamino)-8-methylthiochromane-7-carboxylic acid (4.06 g) was obtained as a colorless amorphous solid. The reactants are C(C)(C)(C)OC(C=CC=1C=NC(=CC1)N)=O (3-(6-Amino-pyridin-3-yl)-acrylic acid tert-butyl ester), [NH4+].[Cl-] (NH4Cl), C(C1=CC=CC=C1)N[C@@H](C1=CC=CC=C1)C ((R)-(+)-N-benzyl-α-methylbenzylamine), C(CCC)[Li] (n-butyllithium). The product is C(C)(C)(C)OC(C[C@H](N([C@H](C)C1=CC=CC=C1)CC1=CC=CC=C1)C=1C=NC(=CC1)N)=O (3(S)-(6-Amino-pyridin-3-yl)-3-[benzyl-(1(R)-phenylethyl)-amino]-propionic acid tert-butyl ester). Reported procedure: To a cooled (0° C.) solution of (R)-(+)-N-benzyl-α-methylbenzylamine (4.0 g, 19 mmol) in 50 mL THF was gradually added n-butyllithium (11.3 mL, 2.5 M, 28.2 mmol) over 5 min. The mixture was stirred for 30 min at 0° C. and cooled to -78° C. A solution of 9-2 (2.0 g, 9.4 mmol) in 20 mL THF was gradually added. After stirring for 40 min at -78° C., it was treated with NH4Cl (sat.) at -78° C., warmed to room temperature and extracted three times with EtOAc. The combined organic layers were washed wi... Run in C1CCOC1 (THF), C1CCOC1 (THF). As a reaction SMILES: [CH2:1]([NH:8][C@H:9]([CH3:16])[C:10]1[CH:15]=[CH:14][CH:13]=[CH:12][CH:11]=1)[C:2]1[CH:7]=[CH:6][CH:5]=[CH:4][CH:3]=1.C([Li])CCC.[C:22]([O:26][C:27](=[O:37])[CH:28]=[CH:29][C:30]1[CH:31]=[N:32][C:33]([NH2:36])=[CH:34][CH:35]=1)([CH3:25])([CH3:24])[CH3:23].[NH4+].[Cl-]>C1COCC1>[C:22]([O:26][C:27](=[O:37])[CH2:28][C@@H:29]([C:30]1[CH:31]=[N:32][C:33]([NH2:36])=[CH:34][CH:35]=1)[N:8]([CH2:1][C:2]1[CH:7]=[CH:6][CH:5]=[CH:4][CH:3]=1)[C@@H:9]([C:10]1[CH:15]=[CH:14][CH:13]=[CH:12][CH:11]=1)[CH3:16])([CH3:25])([CH3:23])[CH3:24] |f:3.4|. Conditions: temperature 0 celsius, time 30 minute. Procedure: The title compound was prepared in analogy to Example 1a in Scheme 3 by using methyl (4R)-4-(2-chloro-4-fluoro-phenyl)-6-(bromomethyl)-2-thiazol-2-yl-1,4-dihydropyrimidine-5-carboxylate C (200 mg) and 5,10-Dioxa-4,12-diaza-tricyclo[6.3.1.0*2,6*]dodeca-2(6),3-diene 105a (100 mg). 20 mg of the title compound was isolated as yellow powder. Starting materials: ClC1=C(C=CC(=C1)F)[C@@H]1N=C(NC(=C1C(=O)OC)CBr)C=1SC=CN1 (methyl (4R)-4-(2-chloro-4-fluoro-phenyl)-6-(bromomethyl)-2-thiazol-2-yl-1,4-dihydropyrimidine-5-carboxylate), C12C=3C=NOC3CC(COC1)N2 (5,10-Dioxa-4,12-diaza-tricyclo[6.3.1.0*2,6*]dodeca-2(6),3-diene). Product: COC(=O)C=1[C@@H](N=C(NC1CN1C2C=3C=NOC3CC1COC2)C=2SC=CN2)C2=C(C=C(C=C2)F)Cl ((4R)-4-(2-Chloro-4-fluoro-phenyl)-6-(5,10-dioxa-4,12-diaza-tricyclo[6.3.1.0*2,6*]dodeca-2(6),3-dien-12-ylmethyl)-2-thiazol-2-yl-1,4-dihydro-pyrimidine-5-carboxylic acid methyl ester). RXN SMILES: [Cl:1][C:2]1[CH:7]=[C:6]([F:8])[CH:5]=[CH:4][C:3]=1[C@H:9]1[C:14]([C:15]([O:17][CH3:18])=[O:16])=[C:13]([CH2:19]Br)[NH:12][C:11]([C:21]2[S:22][CH:23]=[CH:24][N:25]=2)=[N:10]1.[CH:26]12[NH:37][CH:33]([CH2:34][O:35][CH2:36]1)[CH2:32][C:31]1[O:30][N:29]=[CH:28][C:27]2=1>>[CH3:18][O:17][C:15]([C:14]1[C@H:9]([C:3]2[CH:4]=[CH:5][C:6]([F:8])=[CH:7][C:2]=2[Cl:1])[N:10]=[C:11]([C:21]2[S:22][CH:23]=[CH:24][N:25]=2)[NH:12][C:13]=1[CH2:19][N:37]1[CH:33]2[CH2:34][O:35][CH2:36][CH:26]1[C:27]1[CH:28]=[N:29][O:30][C:31]=1[CH2:32]2)=[O:16]. The reactants are C(=O)([O-])[O-].[Na+].[Na+] (Na2CO3), BrC1=NNC=2N=CC=3CN(CCC3C21)C(=O)OC(C)(C)C (tert-butyl 1-bromo-8,9-dihydro-3H-pyrazolo[3,4-c][2,7]naphthyridine-7(6H)-carboxylate), C1(=CC=CC=C1)C (toluene), 1,1-Bis(Di-t-butylphosphino)Ferrocene Palladium dichloride. The solvent is C(C)O (ethanol), O (water). Reaction conditions: temperature 90 celsius. Product: C1(=CC=CC=C1)C1=NNC=2N=CC=3CN(CCC3C21)C(=O)OC(C)(C)C (tert-butyl 1-phenyl-8,9-dihydro-3H-pyrazolo[3,4-c][2,7]naphthyridine-7(6H)-carboxylate). Yield: 52.0%. As a reaction SMILES: Br[C:2]1[C:14]2[C:13]3[CH2:12][CH2:11][N:10]([C:15]([O:17][C:18]([CH3:21])([CH3:20])[CH3:19])=[O:16])[CH2:9][C:8]=3[CH:7]=[N:6][C:5]=2[NH:4][N:3]=1.C([O-])([O-])=O.[Na+].[Na+].[C:28]1(C)[CH:33]=[CH:32][CH:31]=[CH:30][CH:29]=1>C(O)C.O>[C:28]1([C:2]2[C:14]3[C:13]4[CH2:12][CH2:11][N:10]([C:15]([O:17][C:18]([CH3:21])([CH3:20])[CH3:19])=[O:16])[CH2:9][C:8]=4[CH:7]=[N:6][C:5]=3[NH:4][N:3]=2)[CH:33]=[CH:32][CH:31]=[CH:30][CH:29]=1 |f:1.2.3|. Procedure: To a solution of tert-butyl 1-bromo-8,9-dihydro-3H-pyrazolo[3,4-c][2,7]naphthyridine-7(6H)-carboxylate (0.540 g, 1.53 mmol) in toluene (8 mL) and ethanol (4 mL) was added phenyl bronic acid (0.371 g, 3.07 mmol) followed by Na2CO3 (0.96 g, 9.18 mmol) as a solution in water (10 mL). The mixture was vortexed and 1,1-Bis(Di-t-butylphosphino)Ferrocene Palladium dichloride (BDtPFPdCl2, CAS#95408-45-0, 0.025 g) was added to the reaction mixture. The reaction was then purged with nitrogen and heated at ... Yields the product ClC1=C(SC=C1)C1=C(N=C2N1N=C(C=C2C(CC)CC)C)C (3-(3-chloro-thiophen-2-yl)-8-(1-ethyl-propyl)-2,6-dimethyl-imidazo[1,2-b]pyridazine). Reagents/catalysts: C1=CC=C(C=C1)P([C-]2C=CC=C2)C3=CC=CC=C3.C1=CC=C(C=C1)P([C-]2C=CC=C2)C3=CC=CC=C3.Cl[Pd]Cl.[Fe+2] (PdCl2(dppf)), [Zn] (zinc), [Zn] (zinc). Isolated yield 104.2%. The reactants are C(C)C(CC)C=1C=2N(N=C(C1)C)C(=C(N2)C)I (8-(1-ethyl-propyl)-3-iodo-2,6-dimethyl-imidazo[1,2-b]pyridazine), BrC=1SC=CC1Cl (2-bromo-3-chloro-thiophene), C1CCOC1 (THF). RXN SMILES: Br[C:2]1[S:3][CH:4]=[CH:5][C:6]=1[Cl:7].C1COCC1.[CH2:13]([CH:15]([C:18]1[C:19]2[N:20]([C:25](I)=[C:26]([CH3:28])[N:27]=2)[N:21]=[C:22]([CH3:24])[CH:23]=1)[CH2:16][CH3:17])[CH3:14]>[Zn].C1C=CC(P(C2C=CC=CC=2)[C-]2C=CC=C2)=CC=1.C1C=CC(P(C2C=CC=CC=2)[C-]2C=CC=C2)=CC=1.Cl[Pd]Cl.[Fe+2]>[Cl:7][C:6]1[CH:5]=[CH:4][S:3][C:2]=1[C:25]1[N:20]2[N:21]=[C:22]([CH3:24])[CH:23]=[C:18]([CH:15]([CH2:13][CH3:14])[CH2:16][CH3:17])[C:19]2=[N:27][C:26]=1[CH3:28] |f:4.5.6.7|. Procedure: To a flask of 2-bromo-3-chloro-thiophene (Lemaire et. el., Synth. Commun., 1994, 24, 95) (2.53 g, 12.82 mmol) is added 0.05 g/mL Reike® zinc in THF (25 mL, 19.24 mmol). The solution is heated at a reflux for 2 hours. The excess zinc is allowed to settle and the solution transferred to a flask containing 8-(1-ethyl-propyl)-3-iodo-2,6-dimethyl-imidazo[1,2-b]pyridazine (example KW1-A03735-193) (2.01 g, 6.41 mmol) and PdCl2(dppf) (0.23 g, 0.32 mmol). The solution is heated at a reflux overnight, que... Starting materials: FC(C(=O)O)(F)F (trifluoroacetic acid), O (water), ClC=1C=C2C=CC(=CC2=CC1)S(=O)(=O)N(CC(=O)OCC)CC(OCC)OCC (ethyl 2-[(6-chloronaphthalen-2-ylsulfonyl)(2,2-diethoxyethyl)amino]acetate), ice water, ice water, C(O)([O-])=O.[Na+] (sodium hydrogencarbonate). Run in C(Cl)(Cl)Cl (chloroform), C(Cl)(Cl)Cl (chloroform). Conditions: time 1.5 hour. Yields the product ClC=1C=C2C=CC(=CC2=CC1)S(=O)(=O)N(CC(=O)OCC)CC=O (ethyl 2-[(6-chloronaphthalen-2-ylsulfonyl)(formylmethyl)amino]acetate). Yield: 51.4%. Reaction SMILES: FC(F)(F)C(O)=O.O.[Cl:9][C:10]1[CH:11]=[C:12]2[C:17](=[CH:18][CH:19]=1)[CH:16]=[C:15]([S:20]([N:23]([CH2:30][CH:31](OCC)[O:32]CC)[CH2:24][C:25]([O:27][CH2:28][CH3:29])=[O:26])(=[O:22])=[O:21])[CH:14]=[CH:13]2.C(=O)([O-])O.[Na+]>C(Cl)(Cl)Cl>[Cl:9][C:10]1[CH:11]=[C:12]2[C:17](=[CH:18][CH:19]=1)[CH:16]=[C:15]([S:20]([N:23]([CH2:30][CH:31]=[O:32])[CH2:24][C:25]([O:27][CH2:28][CH3:29])=[O:26])(=[O:22])=[O:21])[CH:14]=[CH:13]2 |f:3.4|. Procedure: To a mixed solution of trifluoroacetic acid (5 ml), chloroform (1.5 ml) and water (2.5 ml) was added a solution of the compound obtained in Step 2 (560 mg) in chloroform (1 ml) under cooling with ice water. After stirring for 1.5 hours under cooling with ice water, the reaction mixture was adjusted to pH 8 with saturated aqueous solution of sodium hydrogencarbonate and extracted with diethyl ether. The organic layer was dried over anhydrous sodium sulfate and thereafter the solvent was distilled... Starting materials: FC1=CC=C(C=C1)[C@@H](C(N[C@H]1[C@H](OC2=C(NC1=O)C=CC=C2)C2=CC=CC=C2)=O)NC(OC(C)(C)C)=O (tert-Butyl ((1S)-1-(4-fluorophenyl)-2-oxo-2-{[(2R,3S)-4-oxo-2-phenyl-2,3,4,5-tetrahydro-1,5-benzoxazepin-3-yl]amino}ethyl)carbamate), FC(C(=O)O)(F)F (trifluoroacetic acid). The solvent is ClCCl (dichloromethane). The product is N[C@H](C(=O)N[C@H]1[C@H](OC2=C(NC1=O)C=CC=C2)C2=CC=CC=C2)C2=CC=C(C=C2)F ((2S)-2-Amino-2-(4-fluorophenyl)-N-[(2R,3S)-4-oxo-2-phenyl-2,3,4,5-tetrahydro-1,5-benzoxazepin-3-yl]acetamide). The yield is 98.7%. As a reaction SMILES: [F:1][C:2]1[CH:7]=[CH:6][C:5]([C@H:8]([NH:30]C(=O)OC(C)(C)C)[C:9](=[O:29])[NH:10][C@@H:11]2[C:17](=[O:18])[NH:16][C:15]3[CH:19]=[CH:20][CH:21]=[CH:22][C:14]=3[O:13][C@@H:12]2[C:23]2[CH:28]=[CH:27][CH:26]=[CH:25][CH:24]=2)=[CH:4][CH:3]=1.FC(F)(F)C(O)=O>ClCCl>[NH2:30][C@@H:8]([C:5]1[CH:4]=[CH:3][C:2]([F:1])=[CH:7][CH:6]=1)[C:9]([NH:10][C@@H:11]1[C:17](=[O:18])[NH:16][C:15]2[CH:19]=[CH:20][CH:21]=[CH:22][C:14]=2[O:13][C@@H:12]1[C:23]1[CH:28]=[CH:27][CH:26]=[CH:25][CH:24]=1)=[O:29]. Procedure details: tert-Butyl ((1S)-1-(4-fluorophenyl)-2-oxo-2-{[(2R,3S)-4-oxo-2-phenyl-2,3,4,5-tetrahydro-1,5-benzoxazepin-3-yl]amino}ethyl)carbamate (65a) (202 mg, 0.400 mmol) was dissolved in 5:1 (v/v) dichloromethane:trifluoroacetic acid (4 mL) and kept at ambient temperature for 1 h. The solution was evaporated and the residue was dissolved in ethyl acetate and extracted with saturated aqueous sodium bicarbonate. The organic solution was dried and evaporated to afford the title compound (160 mg, 99%) as a yel...